Dataset: the Open Reaction Database (ORD), a public repository of structured organic reaction records. Task: describe an organic reaction: reactants, conditions, products, and yield Starting materials: O1COC2=C1C=CC(=C2)C=O (benzo[d][1,3]dioxole-5-carbaldehyde), Na2H2PO4, CC(C)=CC (2-methyl-2-butene), Cl(=O)[O-].[Na+] (sodium chlorite), Cl (HCl). Solvent: CC(C)(C)O (t-BuOH), O (water), O (Water). Reaction conditions: time 2 hour. Yields the product O1COC2=C1C=CC(=C2)C(=O)O (Benzo[d][1,3]dioxole-5-carboxylic acid). Yield: 86.0%. Reaction SMILES: [O:1]1[C:5]2[CH:6]=[CH:7][C:8]([CH:10]=[O:11])=[CH:9][C:4]=2[O:3][CH2:2]1.CC(=CC)C.Cl([O-])=[O:18].[Na+].Cl>CC(O)(C)C.O>[O:1]1[C:5]2[CH:6]=[CH:7][C:8]([C:10]([OH:18])=[O:11])=[CH:9][C:4]=2[O:3][CH2:2]1 |f:2.3|. Procedure: To a stirred solution of benzo[d][1,3]dioxole-5-carbaldehyde (254a, 2 g, 13.3 mmol), Na2H2PO4 (6.38 g, 53.2 mmol), and 2-methyl-2-butene (9.85 mL, 93.1 mmol) in t-BuOH (41 mL) and water (17 mL) was added sodium chlorite (7.19 g, 79.9 mmol). The resulting reaction mixture was stirred for 2 hours at room temperature. Water (100 mL) and 1M HCl (25 mL) were added and the mixture was extracted with EtOAc (2×50 mL). The organic phase was separated, dried with sodium sulfate and evaporated under reduce... Starting materials: C1(=CC=CC=C1)C(=O)C1=C(C=C(C=C1)OC=C)O (2-hydroxy-4-vinyloxyphenyl phenyl ketone), di-μ-chlorobis(1,5-cyclooctadiene)diiridium(I) [Ir(cod)Cl]2, C([O-])([O-])=O.[Na+].[Na+] (sodium carbonate), OC1=C(C(=O)C2=CC=CC=C2)C=CC(=C1)O (2,4-dihydroxybenzophenone), C(CC)(=O)OC=C (vinyl propionate). Run in C1(=CC=CC=C1)C (toluene). Run at temperature 100 celsius, time 3 hour. Yields the product C1(=CC=CC=C1)C(=O)C1=C(C=C(C=C1)O)OC=C (4-hydroxy-2-vinyloxyphenyl phenyl ketone). Reaction SMILES: C(=O)([O-])[O-].[Na+].[Na+].[OH:7][C:8]1[CH:21]=[C:20]([OH:22])[CH:19]=[CH:18][C:9]=1[C:10]([C:12]1[CH:17]=[CH:16][CH:15]=[CH:14][CH:13]=1)=[O:11].[C:23](OC=C)(=O)[CH2:24]C.C1(C(C2C=CC(OC=C)=CC=2O)=O)C=CC=CC=1>C1(C)C=CC=CC=1>[C:12]1([C:10]([C:9]2[CH:18]=[CH:19][C:20]([OH:22])=[CH:21][C:8]=2[O:7][CH:23]=[CH2:24])=[O:11])[CH:17]=[CH:16][CH:15]=[CH:14][CH:13]=1 |f:0.1.2|. Reported procedure: To a mixture of di-μ-chlorobis(1,5-cyclooctadiene)diiridium(I) [Ir(cod)Cl]2 (1.27 g, 1.9 mmol) and sodium carbonate (24.9 g, 0.23 mol)) in toluene (280 ml) were added 2,4-dihydroxybenzophenone (40 g, 0.19 mol) and vinyl propionate (75.1 g, 0.75 mol), followed by stirring at 100° C. in an atmosphere of argon gas for 3 hours. The reaction mixture was analyzed by gas chromatography to find that 2-hydroxy-4-vinyloxyphenyl phenyl ketone [i.e., 2-hydroxy-4-vinyloxyphenyl(phenyl)methanone] and 4-hydrox...